Dataset: the Open Reaction Database (ORD), a public repository of structured organic reaction records. Task: describe an organic reaction: reactants, conditions, products, and yield Reactants: C(C)(C)N (isopropylamine), FC=1C=CC(=NC1)C1=C(N(N=N1)C)COC=1C=CC(=NC1)C(=O)O (5-[5-(5-fluoro-pyridin-2-yl)-3-methyl-3H-[1,2,3]triazol-4-ylmethoxy]-pyridine-2-carboxylic acid), CN(C)C(=[N+](C)C)ON1C2=C(C=CC=C2)N=N1.[B-](F)(F)(F)F (TBTU), CCN(C(C)C)C(C)C (DIPEA). Solvent: CN(C)C=O (DMF). Run at time 1 hour. Product: C(C)(C)NC(=O)C1=NC=C(C=C1)OCC=1N(N=NC1C1=NC=C(C=C1)F)C (5-[5-(5-Fluoro-pyridin-2-yl)-3-methyl-3H-[1,2,3]triazol-4-ylmethoxy]-pyridine-2-carboxylic acid isopropylamide). Isolated yield 61.6%. Reaction SMILES: [F:1][C:2]1[CH:3]=[CH:4][C:5]([C:8]2[N:12]=[N:11][N:10]([CH3:13])[C:9]=2[CH2:14][O:15][C:16]2[CH:17]=[CH:18][C:19]([C:22]([OH:24])=O)=[N:20][CH:21]=2)=[N:6][CH:7]=1.CN(C(O[N:33]1N=N[C:35]2C=CC=[CH:39][C:34]1=2)=[N+](C)C)C.[B-](F)(F)(F)F.CCN(C(C)C)C(C)C.C(N)(C)C>CN(C=O)C>[CH:34]([NH:33][C:22]([C:19]1[CH:18]=[CH:17][C:16]([O:15][CH2:14][C:9]2[N:10]([CH3:13])[N:11]=[N:12][C:8]=2[C:5]2[CH:4]=[CH:3][C:2]([F:1])=[CH:7][N:6]=2)=[CH:21][N:20]=1)=[O:24])([CH3:39])[CH3:35] |f:1.2|. Reported procedure: To a solution of 5-[5-(5-fluoro-pyridin-2-yl)-3-methyl-3H-[1,2,3]triazol-4-ylmethoxy]-pyridine-2-carboxylic acid (82 mg, 0.25 mmol) and TBTU (88 mg, 0.27 mmol) in DMF (1.2 mL) was added DIPEA (213 μL, 1.25 mmol). Then isopropylamine (23 μL, 0.27 mmol) was added and the mixture was stirred at room temperature under Ar for 1 h. The mixture was then evaporated and purification by chromatography (silica, 50 to 100% ethyl acetate in heptane) afforded the title compound (57 mg, 62%) as a white solid a... The solvent is C(C)#N (acetonitrile). The yield is 60.1%. Reaction SMILES: [CH3:1][O:2][C:3](=[O:10])[C@@H:4]([CH2:6][CH:7]([CH3:9])[CH3:8])[NH2:5].[CH2:11]1[CH2:17][S:14](=[O:16])(=[O:15])[O:13][CH2:12]1>C(#N)C>[CH3:1][O:2][C:3]([C@H:4]([NH:5][CH2:12][CH2:11][CH2:17][S:14]([OH:16])(=[O:15])=[O:13])[CH2:6][CH:7]([CH3:9])[CH3:8])=[O:10]. Reported procedure: To a solution of D-Leucine methylester (1.58 g, 10.9 mmol) in acetonitrile (35 mL) was added 1,3-propanesultone (1.21 g, 9.9 mmol). The solution was stirred at reflux for 2 hours. The reaction mixture was cooled to room temperature. The solid material was collected by filtration, recrystallized from EtOH and dried in vacuo, affording the title compound (1.59 g, 60%). 1H NMR (D2O, 500 MHz) δ ppm 3.98 (m, 1H), 3.70 (s, 3H), 3.11 (m, 2H), 2.85 (m, 2H), 2.00 (m, 2H), 1.72 (m, 1H), 1.60 (m, 2H), 0.81... The product is COC(=O)[C@@H](CC(C)C)NCCCS(=O)(=O)O (3-{[(1R)-1-(methoxycarbonyl)-3-methylbutyl]amino}-1-propanesulfonic acid). Reactants: COC([C@H](N)CC(C)C)=O (D-Leucine methylester), C1COS(=O)(=O)C1 (1,3-propanesultone). Reactants: [Li]C(C)CC, Fc1ccc(F)cc1, C1CCOC1, O=C1OC(=O)c2cnncc21. Yields the product O=C(O)c1cnncc1C(=O)c1cc(F)ccc1F. Reaction SMILES: [CH:1]([Li:2])([CH2:3][CH3:4])[CH3:5].[F:6][c:7]1[cH:8][cH:9][c:10]([F:11])[cH:12][cH:13]1.[O:25]1[CH2:26][CH2:27][CH2:28][CH2:29]1.[n:14]1[n:15][cH:16][c:17]2[c:18]([cH:19]1)[C:20](=[O:21])[O:22][C:23]2=[O:24]>>[F:6][c:7]1[c:8]([C:20]([c:18]2[c:17]([C:23](=[O:22])[OH:24])[cH:16][n:15][n:14][cH:19]2)=[O:21])[cH:9][c:10]([F:11])[cH:12][cH:13]1. Reactants: C(C)(C)(C)OC(=O)N1CC(CC1)C1=CC=C(C=C1)N ((RS)-3-(4-amino-phenyl)-pyrrolidine-1-carboxylic acid tert-butyl ester), [H-].[Na+] (sodium hydride), BrC=1C=CC(=NC1)C(C(F)(F)F)OS(=O)(=O)C(F)(F)F (Trifluoro-methanesulfonic acid 1-(5-bromo-pyridin-2-yl)-2,2,2-trifluoro-ethyl ester). The solvent is C(C)(=O)OCC (ethyl acetate), C1CCOC1 (THF). Run at time 15 minute. Yields the product C(C)(C)(C)OC(=O)N1CC(CC1)C1=CC=C(C=C1)NC(C(F)(F)F)C1=NC=C(C=C1)Br ((RS)-3-{4-[(RS)-1-(5-bromo-pyridin-2-yl)-2,2,2-trifluoro-ethylamino]-phenyl}-pyrrolidine-1-carboxylic acid tert-butyl ester). Yield: 35.7%. RXN SMILES: [C:1]([O:5][C:6]([N:8]1[CH2:12][CH2:11][CH:10]([C:13]2[CH:18]=[CH:17][C:16]([NH2:19])=[CH:15][CH:14]=2)[CH2:9]1)=[O:7])([CH3:4])([CH3:3])[CH3:2].[H-].[Na+].[Br:22][C:23]1[CH:24]=[CH:25][C:26]([CH:29](OS(C(F)(F)F)(=O)=O)[C:30]([F:33])([F:32])[F:31])=[N:27][CH:28]=1>C1COCC1.C(OCC)(=O)C>[C:1]([O:5][C:6]([N:8]1[CH2:12][CH2:11][CH:10]([C:13]2[CH:18]=[CH:17][C:16]([NH:19][CH:29]([C:26]3[CH:25]=[CH:24][C:23]([Br:22])=[CH:28][N:27]=3)[C:30]([F:33])([F:32])[F:31])=[CH:15][CH:14]=2)[CH2:9]1)=[O:7])([CH3:4])([CH3:2])[CH3:3] |f:1.2|. Procedure: To a stirred solution of (RS)-3-(4-amino-phenyl)-pyrrolidine-1-carboxylic acid tert-butyl ester (50 mg, CAS 908334-28-1) in dry THF (0.1 ml) under an argon atmosphere was added sodium hydride (14 mg, 60% dispersion in mineral oil) and stirring was continued for 15 minutes. Trifluoro-methanesulfonic acid 1-(5-bromo-pyridin-2-yl)-2,2,2-trifluoro-ethyl ester (74 mg) was then added and the mixture was stirred overnight at room temperature. The reaction mixture was diluted with ethyl acetate and wash... The reactants are CC(C[C@@H](C(=O)OC(C)(C)C)N1CCOCC1)C ((S)-tert-Butyl 4-methyl-2-morpholinopentanoate), Cl (hydrochloric acid). Run in O1CCOCC1 (dioxane). Run at time 24 hour. Product: Cl.CC(C[C@@H](C(=O)O)N1CCOCC1)C ((S)-4-methyl-2-morpholinopentanoic acid hydrochloride). Reaction SMILES: [CH3:1][CH:2]([CH3:18])[CH2:3][C@H:4]([N:12]1[CH2:17][CH2:16][O:15][CH2:14][CH2:13]1)[C:5]([O:7]C(C)(C)C)=[O:6].[ClH:19]>O1CCOCC1>[ClH:19].[CH3:1][CH:2]([CH3:18])[CH2:3][C@H:4]([N:12]1[CH2:17][CH2:16][O:15][CH2:14][CH2:13]1)[C:5]([OH:7])=[O:6] |f:3.4|. Procedure details: (S)-tert-Butyl 2-amino-4-methylpentanoate (1.0042 g, 5.36 mmol), potassium carbonate (2.446 g, 17.69 mmol), and 1-bromo-2-(2-bromoethoxy)ethane (1.368 g, 5.90 mmol) were combined in acetonitrile (30 mL). The reaction was heated at 80° C. overnight. The reaction was cooled and filtered and the solvent removed in vacuo. The crude material was purified by silica gel chromatography using 5-50% ethyl acetate/hexanes to give (S)-tert-butyl 4-methyl-2-morpholinopentanoate: 1H NMR (300 MHz, CDCl3) δ ppm... The reactants are ON(C(C(C)NC1=C(C=C(C=C1[N+](=O)[O-])C)[N+](=O)[O-])=O)C (N-hydroxy-N-methyl-2-(4-methyl-2,6-dinitrophenylamino)propanamide), C(C)(=O)N1CN(C=C1)C (N-acetyl-N'-methylimidazole), O (water). The solvent is C(Cl)Cl (methylene chloride). Product: C(C)(=O)ON(C(C(C)NC1=C(C=C(C=C1[N+](=O)[O-])C)[N+](=O)[O-])=O)C (1--N-(acetyloxy)-N-methyl-2-(4-methyl-2,6-dinitrophenylamino)propanamide). Yield: 63.3%. RXN SMILES: [OH:1][N:2]([CH3:21])[C:3](=[O:20])[CH:4]([NH:6][C:7]1[C:12]([N+:13]([O-:15])=[O:14])=[CH:11][C:10]([CH3:16])=[CH:9][C:8]=1[N+:17]([O-:19])=[O:18])[CH3:5].[C:22](N1C=CN(C)C1)(=[O:24])[CH3:23].O>C(Cl)Cl>[C:22]([O:1][N:2]([CH3:21])[C:3](=[O:20])[CH:4]([NH:6][C:7]1[C:12]([N+:13]([O-:15])=[O:14])=[CH:11][C:10]([CH3:16])=[CH:9][C:8]=1[N+:17]([O-:19])=[O:18])[CH3:5])(=[O:24])[CH3:23]. Procedure: 3 g of N-hydroxy-N-methyl-2-(4-methyl-2,6-dinitrophenylamino)propanamide and 0.82 g of N-acetyl-N'-methylimidazole were added to a stirred suspension in 0.8 g of methylene chloride for 3 hours. The resulting mixture was poured into water. The methylene chloride layer was washed, dried over MgSO4, and evaporated to give a yellow residue which was crystallized from ethanol to yield 1.4 g (41% yield) of product; m.p. 137°-138° C., (d,l) isomer form. Reactants: BrCC=1C=C2C=CC(N(C2=CC1)C)=O (6-bromomethyl-1-methyl-1,2-dihydroquinolin-2-one), C(C)OC(=O)C1(CCOCC1)C1=CC(=CC=C1)O (4-ethoxycarbonyl-4-(3-hydroxyphenyl)tetrahydropyran), C([O-])([O-])=O.[K+].[K+] (potassium carbonate). The solvent is CN(C)C=O (DMF). Run at time 16 hour. Yields the product C(C)OC(=O)C1(CCOCC1)C1=CC(=CC=C1)OCC=1C=C2C=CC(N(C2=CC1)C)=O (4-ethoxycarbonyl-4-[3-(1-methyl-2-oxo-1,2-dihydroquinolin-6-ylmethoxy)phenyl]tetrahydropyran). The yield is 60.0%. Reaction SMILES: Br[CH2:2][C:3]1[CH:4]=[C:5]2[C:10](=[CH:11][CH:12]=1)[N:9]([CH3:13])[C:8](=[O:14])[CH:7]=[CH:6]2.[CH2:15]([O:17][C:18]([C:20]1([C:26]2[CH:31]=[CH:30][CH:29]=[C:28]([OH:32])[CH:27]=2)[CH2:25][CH2:24][O:23][CH2:22][CH2:21]1)=[O:19])[CH3:16].C(=O)([O-])[O-].[K+].[K+]>CN(C=O)C>[CH2:15]([O:17][C:18]([C:20]1([C:26]2[CH:31]=[CH:30][CH:29]=[C:28]([O:32][CH2:2][C:3]3[CH:4]=[C:5]4[C:10](=[CH:11][CH:12]=3)[N:9]([CH3:13])[C:8](=[O:14])[CH:7]=[CH:6]4)[CH:27]=2)[CH2:25][CH2:24][O:23][CH2:22][CH2:21]1)=[O:19])[CH3:16] |f:2.3.4|. Reported procedure: A mixture of 6-bromomethyl-1-methyl-1,2-dihydroquinolin-2-one (0.1 g), 4-ethoxycarbonyl-4-(3-hydroxyphenyl)tetrahydropyran (0.098 g), potassium carbonate (0.057 g) and DMF (2 ml) was stirred at ambient temperature for 16 hours. The mixture was partitioned between diethyl ether and 0.5N aqueous hydrochloric acid. The organic layer was washed with water and brine, dried (MgSO4) and evaporated. The residue was purified by column chromatography using initially methylene chloride and then increasingl... Starting materials: CCN, O=C(NCc1ccc(Cl)c(Cl)c1)Nc1nc(CI)cs1, C1CCOC1. As a reaction SMILES: [CH3:21][CH2:22][NH2:23].[Cl:1][c:2]1[cH:3][c:4]([CH2:5][NH:6][C:7](=[O:8])[NH:9][c:10]2[s:11][cH:12][c:13]([CH2:15][I:16])[n:14]2)[cH:17][cH:18][c:19]1[Cl:20].[O:24]1[CH2:25][CH2:26][CH2:27][CH2:28]1>>[Cl:1][c:2]1[cH:3][c:4]([CH2:5][NH:6][C:7](=[O:8])[NH:9][c:10]2[s:11][cH:12][c:13]([CH2:15][NH:23][CH2:22][CH3:21])[n:14]2)[cH:17][cH:18][c:19]1[Cl:20]. Product: CCNCc1csc(NC(=O)NCc2ccc(Cl)c(Cl)c2)n1. Solvent: petroleum ether, C1(=CC=CC=C1)OC1=CC=CC=C1 (diphenyl ether). Procedure: Methyl 2-methoxyacetyl-3-(2-methoxyphenylamino)acrylate (55 g, 0.2 mol) was added in portions to boiling diphenyl ether (500 ml) and the mixture was heated under reflux for 45 minutes. The mixture was allowed to cool and diluted with petroleum ether to afford 3-methoxyacetyl-8-methoxy-4(1H)-quinolone (40 g, 82.5%) as light brown crystals. Reactants: COCC(=O)C(C(=O)OC)=CNC1=C(C=CC=C1)OC (Methyl 2-methoxyacetyl-3-(2-methoxyphenylamino)acrylate). The product is COCC(=O)C1=CNC2=C(C=CC=C2C1=O)OC (3-methoxyacetyl-8-methoxy-4(1H)-quinolone). Reaction SMILES: [CH3:1][O:2][CH2:3][C:4]([C:6](=[CH:11][NH:12][C:13]1[CH:18]=[CH:17][CH:16]=[CH:15][C:14]=1[O:19][CH3:20])[C:7]([O:9]C)=O)=[O:5]>C1(OC2C=CC=CC=2)C=CC=CC=1>[CH3:1][O:2][CH2:3][C:4]([C:6]1[C:7](=[O:9])[C:18]2[C:13](=[C:14]([O:19][CH3:20])[CH:15]=[CH:16][CH:17]=2)[NH:12][CH:11]=1)=[O:5]. Isolated yield 80.9%. The reactants are ClC1=C(C=CC(=C1)F)O (2-chloro-4-fluorophenol), CS(=O)(=O)Cl (methylsulfonyl chloride). Run in N1=CC=CC=C1 (pyridine). Conditions: time 30 minute. Product: CS(=O)(=O)OC1=C(C=C(C=C1)F)Cl (2-chloro-4-fluorophenyl methanesulfonate). The yield is 92.3%. As a reaction SMILES: [Cl:1][C:2]1[CH:7]=[C:6]([F:8])[CH:5]=[CH:4][C:3]=1[OH:9].[CH3:10][S:11](Cl)(=[O:13])=[O:12]>N1C=CC=CC=1>[CH3:10][S:11]([O:9][C:3]1[CH:4]=[CH:5][C:6]([F:8])=[CH:7][C:2]=1[Cl:1])(=[O:13])=[O:12]. Procedure: To a mixture of 2-chloro-4-fluorophenol (14.7 g) and methylsulfonyl chloride (11.5 g), under ice-cooling, pyridine (30 g) was added dropwise. The resulting mixture was stirred at room temperature for 30 minutes to complete the methylsulfonylation, after which the pyridine was distilled off under reduced pressure. Toluene and water were added to the residue and the mixture was washed with a dilute aqueous hydrochloric acid, then with water. The toluene layer as separated was dried over anhydrous ...